Dataset: the Open Reaction Database (ORD), a public repository of structured organic reaction records. Task: describe an organic reaction: reactants, conditions, products, and yield Reactants: C(CCC)[Li] (butyl lithium), C(C)OC(C(C(=O)OCC)=CC1=CC(=C(C=C1)OC)OC)=O (3,4-dimethoxybenzylidene malonic acid diethyl ester), C([O-])(O)=O.[Na+] (sodium bicarbonate), C(OCC)([O-])[O-] (ethyl orthoformate), S(O)(O)(=O)=O (sulfuric acid), [Cl-].[NH4+] (ammonium chloride), CC(S(=O)C)SC(C)S(=O)C (methyl methylsulfinyl-methylsulfide). Run in CCCCCC (hexane), C(C)O (ethanol), O1CCCC1 (tetrahydrofuran), O1CCCC1 (tetrahydrofuran). Reaction conditions: temperature -78 celsius, time 30 minute. Yields the product C(C)OC(C(C(C(OCC)OCC)C1=CC(=C(C=C1)OC)OC)C(=O)OCC)=O (3-(3,4-dimethoxyphenyl)-4,4-diethoxy-2-ethoxycarbonyl butyric acid ethyl ester). Isolated yield 112.8%. As a reaction SMILES: CC(S[CH:7](S(C)=O)[CH3:8])S(C)=O.C([Li])CCC.[CH2:17]([O:19][C:20](=[O:38])[C:21](=[CH:27][C:28]1[CH:33]=[CH:32][C:31]([O:34][CH3:35])=[C:30]([O:36][CH3:37])[CH:29]=1)[C:22]([O:24][CH2:25][CH3:26])=[O:23])[CH3:18].[Cl-].[NH4+].[CH:41]([O-])([O-:45])[O:42][CH2:43][CH3:44].S(=O)(=O)(O)O.C(=O)(O)[O-].[Na+]>O1CCCC1.CCCCCC.C(O)C>[CH2:25]([O:24][C:22](=[O:23])[CH:21]([C:20]([O:19][CH2:17][CH3:18])=[O:38])[CH:27]([C:28]1[CH:33]=[CH:32][C:31]([O:34][CH3:35])=[C:30]([O:36][CH3:37])[CH:29]=1)[CH:41]([O:45][CH2:7][CH3:8])[O:42][CH2:43][CH3:44])[CH3:26] |f:3.4,7.8|. Procedure: A solution of methyl methylsulfinyl-methylsulfide (2.34 g, 18.81 M) in dry tetrahydrofuran (24 ml) was cooled to 0° C., and to this solution a solution of butyl lithium in hexane (18.81 mM) was added dropwise, which was stirred at the temperature as it was for 30 minutes. Then, the solution was cooled to −78° C., and a solution of 3,4-dimethoxybenzylidene malonic acid diethyl ester (5.00 g, 15.47 mM) in dry tetrahydrofuran (2 ml) was added. The solution obtained was gradually warmed to room temp... The reactants are ClC1=NC(=NC(=C1Cl)C(F)(F)F)N (4,5-dichloro-6-(trifluoromethyl)pyrimidin-2-amine), C[C@@H]1[C@H](C2=CC(=CC=C2C1)C)N ((1R,2S)-2,6-dimethyl-2,3-dihydro-1H-inden-1-amine), C([O-])([O-])=O.[K+].[K+] (potassium carbonate). Run in CC(=O)N(C)C (dimethylacetamide). Conditions: temperature 125 celsius. The product is ClC=1C(=NC(=NC1C(F)(F)F)N)N[C@@H]1[C@H](CC2=CC=C(C=C12)C)C (5-chloro-N4-[(1R,2S)-2,6-dimethyl-2,3-dihydro-1H-inden-1-yl]-6-(trifluoromethyl)pyrimidin-2,4-diamine). The yield is 58.0%. As a reaction SMILES: Cl[C:2]1[C:7]([Cl:8])=[C:6]([C:9]([F:12])([F:11])[F:10])[N:5]=[C:4]([NH2:13])[N:3]=1.[CH3:14][C@H:15]1[CH2:23][C:22]2[C:17](=[CH:18][C:19]([CH3:24])=[CH:20][CH:21]=2)[C@@H:16]1[NH2:25].C(=O)([O-])[O-].[K+].[K+]>CC(N(C)C)=O>[Cl:8][C:7]1[C:2]([NH:25][C@H:16]2[C:17]3[C:22](=[CH:21][CH:20]=[C:19]([CH3:24])[CH:18]=3)[CH2:23][C@@H:15]2[CH3:14])=[N:3][C:4]([NH2:13])=[N:5][C:6]=1[C:9]([F:12])([F:11])[F:10] |f:2.3.4|. Reported procedure: A mixture of 0.10 g (0.43 mmol) of 4,5-dichloro-6-(trifluoromethyl)pyrimidin-2-amine, 0.08 g (0.51 mmol) of (1R,2S)-2,6-dimethyl-2,3-dihydro-1H-inden-1-amine and 0.14 g (1.3 mmol) of potassium carbonate in 1 ml of dimethylacetamide as solvent is heated at 125° C. for 30 minutes in a microwave appliance (Biotage Initiator, http://www.biotage.com/DynPage.aspx?id=22001). The crude mixture is absorbed on silica gel and, following column chromatographic separation, 0.089 g of 5-chloro-N4-[(1R,2S)-2,6... Starting materials: CC(C)(C)OC(=O)NC1CCCC(CNC(=O)OCc2ccccc2)C1, O=C(O)C(F)(F)F. Product: NC1CCCC(CNC(=O)OCc2ccccc2)C1. As a reaction SMILES: [C:1]([O:2][C:3](=[O:4])[NH:7][CH:8]1[CH2:9][CH:10]([CH2:14][NH:15][C:16](=[O:17])[O:18][CH2:19][c:20]2[cH:21][cH:22][cH:23][cH:24][cH:25]2)[CH2:11][CH2:12][CH2:13]1)([CH3:5])([CH3:6])[CH3:26].[F:27][C:28]([F:29])([F:30])[C:31]([OH:32])=[O:33]>>[NH2:7][CH:8]1[CH2:9][CH:10]([CH2:14][NH:15][C:16](=[O:17])[O:18][CH2:19][c:20]2[cH:21][cH:22][cH:23][cH:24][cH:25]2)[CH2:11][CH2:12][CH2:13]1. Reactants: BrC=1C=C(C=O)C=C(C1O)O (3-bromo-4,5-dihydroxy-benzaldehyde), [N+](=O)([O-])C1=CC=C(CBr)C=C1 (4-nitrobenzylbromide), C([O-])([O-])=O.[Li+].[Li+] (lithium carbonate). Reagents/catalysts: [I-].C(CCC)[N+](CCCC)(CCCC)CCCC (tetrabutylammonium iodide). The solvent is CN(C)C=O (DMF), CCOC(=O)C (EtOAc). Product: BrC=1C=C(C=O)C=C(C1OCC1=CC=C(C=C1)[N+](=O)[O-])O (3-Bromo-5-hydroxy-4-(4-nitro-benzyloxy)-benzaldehyde). As a reaction SMILES: [Br:1][C:2]1[CH:3]=[C:4]([CH:7]=[C:8]([OH:11])[C:9]=1[OH:10])[CH:5]=[O:6].[N+:12]([C:15]1[CH:22]=[CH:21][C:18]([CH2:19]Br)=[CH:17][CH:16]=1)([O-:14])=[O:13].C(=O)([O-])[O-].[Li+].[Li+]>[I-].C([N+](CCCC)(CCCC)CCCC)CCC.CN(C=O)C.CCOC(C)=O>[Br:1][C:2]1[CH:3]=[C:4]([CH:7]=[C:8]([OH:11])[C:9]=1[O:10][CH2:19][C:18]1[CH:21]=[CH:22][C:15]([N+:12]([O-:14])=[O:13])=[CH:16][CH:17]=1)[CH:5]=[O:6] |f:2.3.4,5.6|. Procedure: A mixture of 3-bromo-4,5-dihydroxy-benzaldehyde (2 g), 4-nitrobenzylbromide (2 g), lithium carbonate (680 mg) and a small amount of tetrabutylammonium iodide (ca 50 mg) in DMF (15 ml) was stirred at 60° C. for 4 h. The mixture was diluted with EtOAc and washed with water. The organic layer was dried (MgSO4), filtered and concentrated in vacuo. Yield: 2.82 g. MS-ESI: [M+H]+=352.0/354.0 The reactants are C1(CC1)C(C=CC1=CC(=C(C=C1)OC)OC)=O (1-cyclopropyl-3-(3',4'-dimethoxyphenyl)prop-2-en-1-one), CO (methanol), [N+](=O)([O-])CC (nitroethane), [Na] (sodium). Product: C1(CC1)CC(C(C(C)[N+](=O)[O-])C1=CC(=C(C=C1)OC)OC)=O (1-cyclopropyl-3-(3',4'-dimethoxyphenyl)-4-nitropentanone). RXN SMILES: [CH:1]1([C:4](=O)[CH:5]=[CH:6][C:7]2[CH:12]=[CH:11][C:10]([O:13][CH3:14])=[C:9]([O:15][CH3:16])[CH:8]=2)[CH2:3][CH2:2]1.[N+:18]([CH2:21][CH3:22])([O-:20])=[O:19].[Na].C[OH:25]>>[CH:1]1([CH2:4][C:5](=[O:25])[CH:6]([C:7]2[CH:12]=[CH:11][C:10]([O:13][CH3:14])=[C:9]([O:15][CH3:16])[CH:8]=2)[CH:21]([N+:18]([O-:20])=[O:19])[CH3:22])[CH2:3][CH2:2]1 |^1:22|. Procedure details: The procedure of Example IX using 21 g of 1-cyclopropyl-3-(3',4'-dimethoxyphenyl)prop-2-en-1-one, 8 ml of nitroethane and 1.2 g of sodium in 80 ml of methanol gives 16 g of 1-cyclopropyl-3-(3',4'-dimethoxyphenyl)-4-nitropentanone, which is used in the crude state for the remainder of the operations. The reactants are FC(OC1=CC2=C(N=C(S2)N)C(=C1)[N+](=O)[O-])(F)F (6-trifluoromethoxy-4-nitro-2-benzothiazolamine), Cl (hydrochloric acid), C(C)O (ethanol). The reagents and catalysts are [Fe] (iron). Solvent: O (water). Product: FC(OC=1C=C2C(N=C(S2)N)=C(C1)N)(F)F (6-tri-fluoromethoxy-2,4-benzothiazolediamine). As a reaction SMILES: [F:1][C:2]([F:18])([F:17])[O:3][C:4]1[CH:13]=[C:12]([N+:14]([O-])=O)[C:7]2[N:8]=[C:9]([NH2:11])[S:10][C:6]=2[CH:5]=1.Cl.C(O)C>[Fe].O>[F:18][C:2]([F:1])([F:17])[O:3][C:4]1[CH:5]=[C:6]2[S:10][C:9]([NH2:11])=[N:8][C:7]2=[C:12]([NH2:14])[CH:13]=1. Procedure details: The procedure is as Example 7, starting with 6-trifluoromethoxy-4-nitro-2-benzothiazolamine, iron powder, concentrated hydrochloric acid and ethanol having a water content of 50% (vol./vol.). After purification on a column of silica with a mixture of cyclohexane and ethyl acetate (10:90 by volume) as eluant, a white solid (1.5 g) is recovered, which solid is recrystallized in toluene (130 cc) to obtain 6-tri-fluoromethoxy-2,4-benzothiazolediamine (1 g), m.p. 206° C. Starting materials: N(=O)[O-].[Na+] (sodium nitrite), C1(C=CC(N1)=O)=O (Maleimide), C(C)(=O)[O-].[Na+] (sodium acetate), Cl (hydrochloric acid), BrC1=CC=C(N)C=C1 (4-bromo aniline). The reagents and catalysts are [Cu](Cl)Cl (Copper (II) chloride). Run in O (water), CC(=O)C (acetone), O (water). Yields the product BrC1=CC=C(C=C1)C=1C(NC(C1)=O)=O (3-(4-bromophenyl)-1H-pyrrole-2,5-dione). Yield: 64.2%. As a reaction SMILES: Cl.[Br:2][C:3]1[CH:9]=[CH:8][C:6](N)=[CH:5][CH:4]=1.N([O-])=O.[Na+].[C:14]1(=[O:20])[NH:18][C:17](=[O:19])[CH:16]=[CH:15]1.C([O-])(=O)C.[Na+]>O.CC(C)=O.[Cu](Cl)Cl>[Br:2][C:3]1[CH:9]=[CH:8][C:6]([C:16]2[C:17](=[O:19])[NH:18][C:14](=[O:20])[CH:15]=2)=[CH:5][CH:4]=1 |f:2.3,5.6|. Reported procedure: A solution of hydrochloric acid (37%, 27 mL) in water (11 mL) was added to 4-bromo aniline (15 g) at room temperature with vigorous stirring and the formed precipitate was allowed to stir for further 30 minutes. Temperature was reduced to 0° C. and a solution of sodium nitrite (6.60 g) in water (17 mL) was added dropwise to the stirred suspension. At the end of diazotisation, a clear yellow solution was obtained. Maleimide (16.90 g) in acetone (70 mL) was added dropwise at 0° C. and then the pH ... Product: CN1C(=O)N(c2cncn2C)CC1C(=O)OC(C)(C)C. As a reaction SMILES: [Br:15][c:16]1[cH:17][n:18][cH:19][n:20]1[CH3:21].[CH2:40]1[O:41][CH2:42][CH2:43][O:44][CH2:45]1.[CH3:1][N:2]1[C:3](=[O:14])[NH:4][CH2:5][CH:6]1[C:7](=[O:8])[O:9][C:10]([CH3:11])([CH3:12])[CH3:13].[CH3:30][N:31]([CH3:32])[CH:33]1[CH2:34][CH2:35][CH2:36][CH2:37][CH:38]1[NH2:39].[Cl:46][CH2:47][Cl:48].[Cu:49][I:50].[K+:27].[K+:28].[K+:29].[P:22]([O-:23])([O-:24])([O-:25])=[O:26]>>[CH3:1][N:2]1[C:3](=[O:14])[N:4]([c:16]2[cH:17][n:18][cH:19][n:20]2[CH3:21])[CH2:5][CH:6]1[C:7](=[O:8])[O:9][C:10]([CH3:11])([CH3:12])[CH3:13]. The reactants are Cn1cncc1Br, C1COCCO1, CN1C(=O)NCC1C(=O)OC(C)(C)C, CN(C)C1CCCCC1N, ClCCl, [Cu]I, [K+], [K+], [K+], O=P([O-])([O-])[O-].